Dataset: the Open Reaction Database (ORD), a public repository of structured organic reaction records. Task: describe an organic reaction: reactants, conditions, products, and yield Starting materials: ClC1=CC=C(C=C1)/C(=N/O)/C1CC1 ((E)-(4-chlorophenyl)(cyclopropyl)methanone oxime), [O-]CC.[Na+] (sodium ethoxide), ClCC=1C(=C(C=CC1)C1=CC=CC=C1)C (3-chloromethyl-2-methyl[1,1'-biphenyl]). Run in C(C)O (ethanol). Yields the product CC1=C(C=CC=C1CO\N=C(/C1CC1)\C1=CC=C(C=C1)Cl)C1=CC=CC=C1 ((E)-(4-chlorophenyl)(cyclopropyl)methanone O-[(2-methyl[1,1'-biphenyl]-3-yl)methyl]oxime). Reaction SMILES: [Cl:1][C:2]1[CH:7]=[CH:6][C:5](/[C:8](/[CH:11]2[CH2:13][CH2:12]2)=[N:9]/[OH:10])=[CH:4][CH:3]=1.[O-]CC.[Na+].Cl[CH2:19][C:20]1[C:21]([CH3:32])=[C:22]([C:26]2[CH:31]=[CH:30][CH:29]=[CH:28][CH:27]=2)[CH:23]=[CH:24][CH:25]=1>C(O)C>[CH3:32][C:21]1[C:20]([CH2:19][O:10]/[N:9]=[C:8](/[C:5]2[CH:4]=[CH:3][C:2]([Cl:1])=[CH:7][CH:6]=2)\[CH:11]2[CH2:12][CH2:13]2)=[CH:25][CH:24]=[CH:23][C:22]=1[C:26]1[CH:31]=[CH:30][CH:29]=[CH:28][CH:27]=1 |f:1.2|. Reported procedure: In a manner similar to General Procedure F of European Patent Publication No. 4,754, published Oct. 17, 1979, 1.96 g (0.01 mole) of (E)-(4-chlorophenyl)(cyclopropyl)methanone oxime was treated with 0.23 g (0.01 mole) of sodium ethoxide in 10 ml of ethanol, and the mixture was evaporated to dryness. The residue was dissolved in a minimum amount of solvent consisting of N,N-dimethylformamide and t-butanol (9:1 ratio) and treated with 2.16 g (0.01 mole) of 3-chloromethyl-2-methyl[1,1'-biphenyl] to ...